Dataset: the Open Reaction Database (ORD), a public repository of structured organic reaction records. Task: describe an organic reaction: reactants, conditions, products, and yield Solvent: C1(=CC=CC=C1)C (toluene). Reaction SMILES: O([C:9]1[C:10]([N+:18]([O-:20])=[O:19])=[C:11]2[C:15](=[CH:16][CH:17]=1)[CH2:14][CH2:13][CH2:12]2)S(C(F)(F)F)(=O)=O.[NH2:21][C:22]1[CH:23]=[C:24]([CH:27]=[CH:28][CH:29]=1)[C:25]#[N:26].C(=O)([O-])[O-].[K+].[K+].C1(P(C2C=CC=CC=2)C2C=CC=CC=2)C=CC=CC=1>C1C=CC([P]([Pd]([P](C2C=CC=CC=2)(C2C=CC=CC=2)C2C=CC=CC=2)([P](C2C=CC=CC=2)(C2C=CC=CC=2)C2C=CC=CC=2)[P](C2C=CC=CC=2)(C2C=CC=CC=2)C2C=CC=CC=2)(C2C=CC=CC=2)C2C=CC=CC=2)=CC=1.C1(C)C=CC=CC=1>[N+:18]([C:10]1[C:9]([NH:21][C:22]2[CH:23]=[C:24]([CH:27]=[CH:28][CH:29]=2)[C:25]#[N:26])=[CH:17][CH:16]=[C:15]2[C:11]=1[CH2:12][CH2:13][CH2:14]2)([O-:20])=[O:19] |f:2.3.4,^1:58,60,79,98|. Reagents/catalysts: C=1C=CC(=CC1)[P](C=2C=CC=CC2)(C=3C=CC=CC3)[Pd]([P](C=4C=CC=CC4)(C=5C=CC=CC5)C=6C=CC=CC6)([P](C=7C=CC=CC7)(C=8C=CC=CC8)C=9C=CC=CC9)[P](C=1C=CC=CC1)(C=1C=CC=CC1)C=1C=CC=CC1 (tetrakis(triphenylphosphine)palladium). Isolated yield 30.1%. The product is [N+](=O)([O-])C1=C2CCCC2=CC=C1NC=1C=C(C#N)C=CC1 (3-(4-Nitroindan-5-yl)aminobenzonitrile). Reactants: O(S(=O)(=O)C(F)(F)F)C=1C(=C2CCCC2=CC1)[N+](=O)[O-] (4-nitroindan-5-yl triflate), NC=1C=C(C#N)C=CC1 (3-aminobenzonitrile), C([O-])([O-])=O.[K+].[K+] (potassium carbonate), C1(=CC=CC=C1)P(C1=CC=CC=C1)C1=CC=CC=C1 (triphenylphosphine). Procedure: A dry toluene (50 mL) suspension of 4-nitroindan-5-yl triflate (3.11 g, 10.0 mmol), 3-aminobenzonitrile (1.77 g, 15.0 mmol), potassium carbonate (1.38 g, 10.0 mmol), tetrakis(triphenylphosphine)palladium (0.57 g, 0.50 mmol), and triphenylphosphine (0.26 g, 1.00 mmol) was refluxed for 66 hours. After cooling on standing, insoluble was removed by filtration. The filtrate was concentrated under reduced pressure. The residue was purified by silica gel column chromatography (ethyl acetate/hexane=1/5)...